This data is from the Open Reaction Database (ORD), a public repository of structured organic reaction records. The task is: describe an organic reaction: reactants, conditions, products, and yield Starting materials: OC(CNC1CCc2ccccc2C1)COc1cccc2c1OCC=C2, CCO, Cl, C1=Cc2cccc(OCC3CO3)c2OC1. Product: NC1CCc2ccccc2C1. As a reaction SMILES: [CH2:17]1[CH:18]([NH:27][CH2:28][CH:29]([OH:30])[CH2:31][O:32][c:33]2[cH:34][cH:35][cH:36][c:37]3[c:38]2[O:39][CH2:40][CH:41]=[CH:42]3)[CH2:19][CH2:20][c:21]2[cH:22][cH:23][cH:24][cH:25][c:26]21.[CH3:43][CH2:44][OH:45].[ClH:16].[O:1]1[CH2:2][CH:3]1[CH2:4][O:5][c:6]1[cH:7][cH:8][cH:9][c:10]2[c:11]1[O:12][CH2:13][CH:14]=[CH:15]2>>[CH2:17]1[CH:18]([NH2:27])[CH2:19][CH2:20][c:21]2[cH:22][cH:23][cH:24][cH:25][c:26]21. Reactants: Cl (HCl), C(C)OC(COC1=CC=C(C=C1)CO)OCC ([4-(2,2-Diethoxy-ethoxy)-phenyl]-methanol). Run in CC(=O)C (acetone). Conditions: time 16 hour. Yields the product OCC1=CC=C(OCC=O)C=C1 (2-(4-(Hydroxymethyl)phenoxy)acetaldehyde). RXN SMILES: Cl.C([O:4][CH:5](OCC)[CH2:6][O:7][C:8]1[CH:13]=[CH:12][C:11]([CH2:14][OH:15])=[CH:10][CH:9]=1)C>CC(C)=O>[OH:15][CH2:14][C:11]1[CH:10]=[CH:9][C:8]([O:7][CH2:6][CH:5]=[O:4])=[CH:13][CH:12]=1. Reported procedure: 2M HCl (4 mL) was added to a solution of (4-(2,2-diethoxyethoxy)phenyl)methanol (example 1, step g) (0.9 g) in acetone (20 mL) and the resulting mixture was stirred for 16 h at room temperature. The reaction was concentrated in vacuo and the resulting aqueous solution extracted with ethyl acetate (3×20 mL). The combined organic solutions were dried over magnesium sulphate, filtered and evaporated in vacuo to give the subtitled compound as a clear gum, which was used directly in the next step. Yi...